This data is from the Open Reaction Database (ORD), a public repository of structured organic reaction records. The task is: describe an organic reaction: reactants, conditions, products, and yield Starting materials: ClCc1ccc(Br)cc1, O=C([O-])[O-], CC(C)=O, [K+], [K+], O=S1(=O)CCNCC1. Product: O=S1(=O)CCN(Cc2ccc(Br)cc2)CC1. RXN SMILES: [Br:15][c:16]1[cH:17][cH:18][c:19]([CH2:22][Cl:23])[cH:20][cH:21]1.[C:9](=[O:10])([O-:11])[O-:12].[CH3:24][C:25](=[O:26])[CH3:27].[K+:13].[K+:14].[S:1]1(=[O:7])(=[O:8])[CH2:2][CH2:3][NH:4][CH2:5][CH2:6]1>>[S:1]1(=[O:7])(=[O:8])[CH2:2][CH2:3][N:4]([CH2:22][c:19]2[cH:18][cH:17][c:16]([Br:15])[cH:21][cH:20]2)[CH2:5][CH2:6]1.